Dataset: the Open Reaction Database (ORD), a public repository of structured organic reaction records. Task: describe an organic reaction: reactants, conditions, products, and yield The reactants are FC=1C=C(C=CC1F)[C@@H]1CC[C@H](CC1)C1CC[Si](CC1)(OC(C)C)OC(C)C (4-(trans-4-(3,4-difluorophenyl)cyclohexyl)-1,1-diisopropoxy-1-silacyclohexane), C(C)(=O)C1=CC=CC=C1 (acetophenone), C(C)(C)O (isopropyl alcohol). Solvent: C(C)N(CC)CC (triethylamine). Product: FC=1C=C(C=CC1F)[C@@H]1CC[C@H](CC1)C1CC[SiH2]CC1 (4-(trans-4-(3,4-difluorophenyl)cyclohexyl)-1-silacyclohexane). Reaction SMILES: C(O)(C)C.[F:5][C:6]1[CH:7]=[C:8]([C@H:13]2[CH2:18][CH2:17][C@H:16]([CH:19]3[CH2:24][CH2:23][Si:22](OC(C)C)(OC(C)C)[CH2:21][CH2:20]3)[CH2:15][CH2:14]2)[CH:9]=[CH:10][C:11]=1[F:12].C(C1C=CC=CC=1)(=O)C>C(N(CC)CC)C>[F:5][C:6]1[CH:7]=[C:8]([C@H:13]2[CH2:18][CH2:17][C@H:16]([CH:19]3[CH2:24][CH2:23][SiH2:22][CH2:21][CH2:20]3)[CH2:15][CH2:14]2)[CH:9]=[CH:10][C:11]=1[F:12]. Reported procedure: A solution, in 100 ml of dichloromethane, of 42.0 g of 4-(trans-4-(3,4-difluorophenyl)cyclohexyl)-1,1-diphenyl-1-silacyclohexane obtained in Preparatory Example 1 was added to 250 ml of a dichloromethane solution of 1.0 mol/liter of iodine monochloride at room temperature, followed by agitation for 1 hour to obtain 4-(trans-4-(3,4-difluorophenyl)cyclohexyl)-1,1-dichloro-1-silacyclohexane. Subsequently, a mixture of 50.0 g of isopropyl alcohol and 300 g of triethylamine was added to the solution ... Reactants: ClC1=NC(=CC(=N1)N1C=C(C=2C1=CN=C(C2)C2=C(C=CC=C2C)C)C(C(CC)CC)=O)CC (1-[1-(2-chloro-6-ethyl-pyrimidin-4-yl)-5-(2,6-dimethyl-phenyl)-1H-pyrrolo[2,3-c]pyridin-3-yl]-2-ethyl-butan-1-one), [BH4-].[Na+] (NaBH4). Run in C(C)O.O (EtOH—H2O). Reaction conditions: time 1 hour. The product is ClC1=NC(=CC(=N1)N1C=C(C=2C1=CN=C(C2)C2=C(C=CC=C2C)C)C(C(CC)CC)O)CC (1-[1-(2-chloro-6-ethyl-pyrimidin-4-yl)-5-(2,6-dimethyl-phenyl)-1H-pyrrolo[2,3-c]pyridin-3-yl]-2-ethyl-butan-1-ol). RXN SMILES: [Cl:1][C:2]1[N:7]=[C:6]([N:8]2[C:12]3=[CH:13][N:14]=[C:15]([C:17]4[C:22]([CH3:23])=[CH:21][CH:20]=[CH:19][C:18]=4[CH3:24])[CH:16]=[C:11]3[C:10]([C:25](=[O:31])[CH:26]([CH2:29][CH3:30])[CH2:27][CH3:28])=[CH:9]2)[CH:5]=[C:4]([CH2:32][CH3:33])[N:3]=1.[BH4-].[Na+]>C(O)C.O>[Cl:1][C:2]1[N:7]=[C:6]([N:8]2[C:12]3=[CH:13][N:14]=[C:15]([C:17]4[C:22]([CH3:23])=[CH:21][CH:20]=[CH:19][C:18]=4[CH3:24])[CH:16]=[C:11]3[C:10]([CH:25]([OH:31])[CH:26]([CH2:27][CH3:28])[CH2:29][CH3:30])=[CH:9]2)[CH:5]=[C:4]([CH2:32][CH3:33])[N:3]=1 |f:1.2,3.4|. Procedure details: To a solution of 1-[1-(2-chloro-6-ethyl-pyrimidin-4-yl)-5-(2,6-dimethyl-phenyl)-1H-pyrrolo[2,3-c]pyridin-3-yl]-2-ethyl-butan-1-one (150 mg, 0.32 mmol) in a (4:1) mixture EtOH—H2O (4 mL) at −30° C., NaBH4 (70 mg, 1.8 mmol) is added, and the mixture is allowed gradually warm up to room temperature at which the reaction is maintained for 2 h. The mixture is concentrated under reduced pressure, and an aqueous saturated Rochelle's salt solution (10 mL) is added. The resulting suspension is stirred at... Starting materials: BrBr (bromine), COC1=CC2=CC=CC=C2C=C1 (2-methoxy-naphthalene), BrC1=C(C=CC2=CC(=CC=C12)Br)OC (1,6-dibromo-2-methoxy-naphthalene), Br (hydrobromic acid). The reagents and catalysts are [Fe] (iron). The solvent is CC(=O)O (CH3COOH), CC(=O)O (CH3COOH), O (H2O). Conditions: temperature 30 celsius, time 1.5 hour. Product: COC1=CC2=CC=C(C=C2C=C1)Br (2-methoxy-6-bromo-naphthalene). RXN SMILES: BrBr.COC1C=CC2C(=CC=CC=2)C=1.Br.Br[C:17]1[C:26]2[C:21](=[CH:22][C:23]([Br:27])=[CH:24][CH:25]=2)[CH:20]=[CH:19][C:18]=1[O:28][CH3:29]>CC(O)=O.O.[Fe]>[CH3:29][O:28][C:18]1[CH:19]=[CH:20][C:21]2[C:26](=[CH:25][CH:24]=[C:23]([Br:27])[CH:22]=2)[CH:17]=1. Reported procedure: A solution of 81 g of bromine in 25 cm3 of CH3COOH was added over 35 minutes to a very well stirred suspension of 39.25 g of 2-methoxy-naphthalene in 125 cm3 of glacial CH3COOH, heated to 30° C., keeping the temperature at 40°-45° C., avoiding that the formed hydrobromic acid leaves the reaction medium; when the addition was over, the bulk was stirred for 1.5 h at 45° C. in order to complete the reaction. 14 g of iron in the form of powder were then added, in small doses, over 1.5 hours, slowing... Starting materials: BrC1=C(C=C(C=C1)NC=C(C(=O)OCC)C(=O)OCC)F (diethyl 2-[[(4-bromo-3-fluorophenyl)amino]methylidene]propanedioate), C1(=CC=CC=C1)OC1=CC=CC=C1 (diphenyl ether). Conditions: temperature 70 celsius. Product: BrC=1C=C2C(C(=CNC2=CC1F)C(=O)OCC)=O (Ethyl 6-bromo-7-fluoro-4-oxo-1H-quinoline-3-carboxylate). The yield is 63.7%. As a reaction SMILES: [Br:1][C:2]1[CH:7]=[CH:6][C:5]([NH:8][CH:9]=[C:10]([C:16]([O:18]CC)=O)[C:11]([O:13][CH2:14][CH3:15])=[O:12])=[CH:4][C:3]=1[F:21].C1(OC2C=CC=CC=2)C=CC=CC=1>>[Br:1][C:2]1[CH:7]=[C:6]2[C:5](=[CH:4][C:3]=1[F:21])[NH:8][CH:9]=[C:10]([C:11]([O:13][CH2:14][CH3:15])=[O:12])[C:16]2=[O:18]. Procedure: A solution of diethyl 2-[[(4-bromo-3-fluorophenyl)amino]methylidene]propanedioate (90 g, 249.88 mmol) in diphenyl ether (600 mL, 3.79 mol) was stirred at 240° C. for 2.5 h. The mixture was allowed to cool to 70° C., the solids collected by filtration and dried in a vacuum oven to afford the desired material (50 g, 64%) as a white solid which was used without further purification. NMR Spectrum: 1H NMR (500 MHz, DMSO-d6, (100° C.)) δ 1.26-1.33 (3H, m), 4.25 (2H, q), 7.52 (1H, d), 8.37 (1H, d), 8.4... Starting materials: [Br-], C[P+](c1ccccc1)(c1ccccc1)c1ccccc1, O=Cc1cc(F)ccc1[N+](=O)[O-], C1CCOC1, O=C(O)CC(O)(CC(=O)O)C(=O)O. Reaction SMILES: [Br-:26].[CH3:27][P+:28]([c:29]1[cH:30][cH:31][cH:32][cH:33][cH:34]1)([c:35]1[cH:36][cH:37][cH:38][cH:39][cH:40]1)[c:41]1[cH:42][cH:43][cH:44][cH:45][cH:46]1.[F:1][c:2]1[cH:3][cH:4][c:5]([N+:10](=[O:11])[O-:12])[c:6]([CH:7]=[O:8])[cH:9]1.[O:47]1[CH2:48][CH2:49][CH2:50][CH2:51]1.[OH:13][C:14]([CH2:15][C:16]([C:17](=[O:18])[OH:19])([CH2:20][C:21](=[O:22])[OH:23])[OH:24])=[O:25]>>[F:1][c:2]1[cH:3][cH:4][c:5]([N+:10](=[O:11])[O-:12])[c:6]([CH:7]=[CH2:14])[cH:9]1. Yields the product C=Cc1cc(F)ccc1[N+](=O)[O-]. Reactants: C1COCCN1, Cc1ccccc1, CC(C)(C)[O-], CCOCC, COc1cc2ncc(NC3CCCCC3)nc2cc1Br, [Na+]. Product: COc1cc2ncc(NC3CCCCC3)nc2cc1N1CCOCC1. RXN SMILES: [CH2:28]1[CH2:29][O:30][CH2:31][CH2:32][NH:33]1.[CH3:1][c:2]1[cH:3][cH:4][cH:5][cH:6][cH:7]1.[CH3:34][C:35]([CH3:36])([O-:37])[CH3:38].[CH3:40][CH2:41][O:42][CH2:43][CH3:44].[CH:8]1([NH:14][c:15]2[n:16][c:17]3[cH:18][c:19]([Br:27])[c:20]([O:25][CH3:26])[cH:21][c:22]3[n:23][cH:24]2)[CH2:9][CH2:10][CH2:11][CH2:12][CH2:13]1.[Na+:39]>>[CH:8]1([NH:14][c:15]2[n:16][c:17]3[cH:18][c:19]([N:33]4[CH2:28][CH2:29][O:30][CH2:31][CH2:32]4)[c:20]([O:25][CH3:26])[cH:21][c:22]3[n:23][cH:24]2)[CH2:9][CH2:10][CH2:11][CH2:12][CH2:13]1. Reactants: [Al+3], COc1ccccc1OC, [Cl-], [Cl-], [Cl-], Clc1ccccc1, Cl, O=C1C=CC(=O)O1, CCOS(=O)(=O)OCC. Product: CCOC(=O)C=CC(=O)c1ccc(OC)c(OC)c1. As a reaction SMILES: [Al+3:18].[CH3:21][O:22][c:23]1[cH:24][cH:25][cH:26][cH:27][c:28]1[O:29][CH3:30].[Cl-:17].[Cl-:19].[Cl-:20].[Cl:32][c:33]1[cH:34][cH:35][cH:36][cH:37][cH:38]1.[ClH:31].[O:1]=[C:2]1[O:3][C:4](=[O:5])[CH:6]=[CH:7]1.[S:8]([O:9][CH2:10][CH3:11])([O:14][CH2:12][CH3:13])(=[O:15])=[O:16]>>[O:1]=[C:2]([CH:7]=[CH:6][C:4]([O:3][CH2:12][CH3:13])=[O:5])[c:25]1[cH:24][c:23]([O:22][CH3:21])[c:28]([O:29][CH3:30])[cH:27][cH:26]1. Reaction SMILES: [CH:1]1([NH:4][C:5](=[O:38])[C:6]2[CH:11]=[C:10]([F:12])[C:9]([CH3:13])=[C:8]([C:14]3[CH:15]=[C:16]4[C:21](=[CH:22][CH:23]=3)[C:20](=[O:24])[N:19]([CH2:25][CH:26]3[CH2:28][CH2:27]3)[CH:18]=[C:17]4[S:29]([N:32]3[CH2:37][CH2:36][NH:35][CH2:34][CH2:33]3)(=[O:31])=[O:30])[CH:7]=2)[CH2:3][CH2:2]1.C=O.[C:41](O[BH-](OC(=O)C)OC(=O)C)(=O)C.[Na+].C(Cl)Cl>C(O)(=O)C.ClCCCl>[CH:1]1([NH:4][C:5](=[O:38])[C:6]2[CH:11]=[C:10]([F:12])[C:9]([CH3:13])=[C:8]([C:14]3[CH:15]=[C:16]4[C:21](=[CH:22][CH:23]=3)[C:20](=[O:24])[N:19]([CH2:25][CH:26]3[CH2:28][CH2:27]3)[CH:18]=[C:17]4[S:29]([N:32]3[CH2:37][CH2:36][N:35]([CH3:41])[CH2:34][CH2:33]3)(=[O:31])=[O:30])[CH:7]=2)[CH2:2][CH2:3]1 |f:2.3|. Solvent: ClCCCl (1,2-dichloroethane). The reagents and catalysts are C(C)(=O)O (Acetic acid). Reported procedure: Acetic acid (3 drops) was added to a mixture of N-cyclopropyl-3-[2-(cyclopropylmethyl)-1-oxo-4-(piperazin-1-ylsulfonyl)-1,2-dihydroisoquinolin-6-yl]-5-fluoro-4-methylbenzamide (Example 47d, 0.047 g) and paraformaldehyde (7.9 mg) in 1,2-dichloroethane (1 mL). The mixture was stirred at room temperature overnight then sodium triacetoxyborohydride (18.5 mg) was added and the reaction stirred at room temperature for 1 h. DCM (10 mL) was added and the solution washed with water (3×10 mL). The organic... Starting materials: C(Cl)Cl (DCM), C(C)(=O)O[BH-](OC(C)=O)OC(C)=O.[Na+] (sodium triacetoxyborohydride), C1(CC1)NC(C1=CC(=C(C(=C1)F)C)C=1C=C2C(=CN(C(C2=CC1)=O)CC1CC1)S(=O)(=O)N1CCNCC1)=O (N-cyclopropyl-3-[2-(cyclopropylmethyl)-1-oxo-4-(piperazin-1-ylsulfonyl)-1,2-dihydroisoquinolin-6-yl]-5-fluoro-4-methylbenzamide), C=O (paraformaldehyde). The product is C1(CC1)NC(C1=CC(=C(C(=C1)F)C)C=1C=C2C(=CN(C(C2=CC1)=O)CC1CC1)S(=O)(=O)N1CCN(CC1)C)=O (N-Cyclopropyl-3-{2-(cyclopropylmethyl)-4-[(4-methylpiperazin-1-yl)sulfonyl]-1-oxo-1,2-dihydroisoquinolin-6-yl}-5-fluoro-4-methylbenzamide). Conditions: time 8 hour.